This data is from the Open Reaction Database (ORD), a public repository of structured organic reaction records. The task is: describe an organic reaction: reactants, conditions, products, and yield The reactants are C(C1=CC=CC=C1)O (benzyl alcohol), [N-]=C=O (isocyanate), [Sn] (tin). Product: C(CCCCCNC(OCC1=CC=CC=C1)=O)NC(OCC1=CC=CC=C1)=O (dibenzyl hexane-1,6-diyldicarbamate). Reported procedure: Into a 16 oz jar equipped with magnetic stir was charged 120 g benzyl alcohol (MW=108 g/mol, 1.11 mmol) and 10 drops of Fascat 4202 catalyst. The jar was placed in an about 130° C. oil bath. Next, 93.3 g HDI (MW=168 g/mol, 0.56 mmol) was added. An exotherm was observed. IR was checked after 1 hour of reaction and showed no isocyanate peak between 2200 and 2400 cm−1, indicating that the reaction was complete. The reaction contents were poured into a tin pan to cool and solidify. DSC was employed ... RXN SMILES: [CH2:1]([OH:8])[C:2]1[CH:7]=[CH:6][CH:5]=[CH:4][CH:3]=1.[N-:9]=[C:10]=[O:11].[Sn]>>[CH2:6]([NH:9][C:10](=[O:11])[O:8][CH2:1][C:2]1[CH:3]=[CH:4][CH:5]=[CH:6][CH:7]=1)[CH2:7][CH2:2][CH2:3][CH2:4][CH2:5][NH:9][C:10](=[O:11])[O:8][CH2:1][C:2]1[CH:7]=[CH:6][CH:5]=[CH:4][CH:3]=1 |^3:11|. The reactants are [OH-].[Na+] (Sodium hydroxide), FC=1C=C(C=NC1OC(C)C)C1=NC(=NO1)C1=CC=C2C(=CNC2=C1)CCC(=O)OCC (Ethyl 3-[6-(5-{5-fluoro-6-[(1-methylethyl)oxy]-3-pyridinyl}-1,2,4-oxadiazol-3-yl)-1H-indol-3-yl]propanoate), Cl (HCl). Solvent: CC(C)O (iPrOH), O (water). Reaction conditions: temperature 70 celsius. Yields the product FC=1C=C(C=NC1OC(C)C)C1=NC(=NO1)C1=CC=C2C(=CNC2=C1)CCC(=O)O (3-[6-(5-{5-fluoro-6-[(1-methylethyl)oxy]-3-pyridinyl}-1,2,4-oxadiazol-3-yl)-1H-indol-3-yl]propanoic acid). The yield is 21.4%. RXN SMILES: [OH-].[Na+].[F:3][C:4]1[CH:5]=[C:6]([C:14]2[O:18][N:17]=[C:16]([C:19]3[CH:27]=[C:26]4[C:22]([C:23]([CH2:28][CH2:29][C:30]([O:32]CC)=[O:31])=[CH:24][NH:25]4)=[CH:21][CH:20]=3)[N:15]=2)[CH:7]=[N:8][C:9]=1[O:10][CH:11]([CH3:13])[CH3:12].Cl>CC(O)C.O>[F:3][C:4]1[CH:5]=[C:6]([C:14]2[O:18][N:17]=[C:16]([C:19]3[CH:27]=[C:26]4[C:22]([C:23]([CH2:28][CH2:29][C:30]([OH:32])=[O:31])=[CH:24][NH:25]4)=[CH:21][CH:20]=3)[N:15]=2)[CH:7]=[N:8][C:9]=1[O:10][CH:11]([CH3:13])[CH3:12] |f:0.1|. Procedure details: Sodium hydroxide (8 mg) was added to a solution of ethyl 3-[6-(5-{5-fluoro-6-[(1-methylethyl)oxy]-3-pyridinyl}-1,2,4-oxadiazol-3-yl)-1H-indol-3-yl]propanoate (D110) (60 mg) in iPrOH (5 mL) and water (5 mL). The resulting mixture was heated at 70° C. for 40 mins. Then 0.5 M HCl solution was added until pH was about 6. The solvent was concentrated, and the residue was dissolved in water. The precipitated solid was purified by Mass Directed Auto Prep to afford 3-[6-(5-{5-fluoro-6-[(1-methylethyl)ox...